This data is from the Open Reaction Database (ORD), a public repository of structured organic reaction records. The task is: describe an organic reaction: reactants, conditions, products, and yield The reactants are BrC(Br)(Br)Br, CCCCCC1CCC(CCO)CC1, ClCCl, c1ccc(P(c2ccccc2)c2ccccc2)cc1. Yields the product CCCCCC1CCC(CCBr)CC1. Reaction SMILES: [Br:34][C:35]([Br:36])([Br:37])[Br:38].[CH2:1]([CH2:2][CH2:3][CH2:4][CH3:5])[CH:6]1[CH2:7][CH2:8][CH:9]([CH2:12][CH2:13][OH:14])[CH2:10][CH2:11]1.[Cl:39][CH2:40][Cl:41].[c:15]1([P:16]([c:17]2[cH:18][cH:19][cH:20][cH:21][cH:22]2)[c:23]2[cH:24][cH:25][cH:26][cH:27][cH:28]2)[cH:29][cH:30][cH:31][cH:32][cH:33]1>>[CH2:1]([CH2:2][CH2:3][CH2:4][CH3:5])[CH:6]1[CH2:7][CH2:8][CH:9]([CH2:12][CH2:13][Br:34])[CH2:10][CH2:11]1. Starting materials: O1COC2=C1C=CC(=C2)C2(CC2)C(=O)NC2=NC=C(C=C2)C(C2=C(C=CC=C2)OC)O (1-(Benzo[d][1,3]dioxol-5-yl)-N-(5-(hydroxy(2-methoxyphenyl)methyl)pyridin-2-yl)cyclopropanecarboxamide), O.CC1=CC=C(C=C1)S(=O)(=O)O (4-methylbenzenesulfonic acid hydrate), C(CCO)O (propane-1,3-diol). The solvent is C1(=CC=CC=C1)C (toluene). Run at temperature 140 celsius. The product is O1COC2=C1C=CC(=C2)C2(CC2)C(=O)NC2=NC=C(C=C2)C(C2=C(C=CC=C2)OC)OCCCO (1-(benzo[d][1,3]dioxol-5-yl)-N-(5-((3-hydroxypropoxy)(2-methoxyphenyl)methyl)pyridin-2-yl)cyclopropanecarboxamide). The yield is 55.6%. RXN SMILES: [O:1]1[C:5]2[CH:6]=[CH:7][C:8]([C:10]3([C:13]([NH:15][C:16]4[CH:21]=[CH:20][C:19]([CH:22]([OH:31])[C:23]5[CH:28]=[CH:27][CH:26]=[CH:25][C:24]=5[O:29][CH3:30])=[CH:18][N:17]=4)=[O:14])[CH2:12][CH2:11]3)=[CH:9][C:4]=2[O:3][CH2:2]1.O.CC1C=CC(S(O)(=O)=O)=CC=1.[CH2:44](O)[CH2:45][CH2:46][OH:47]>C1(C)C=CC=CC=1>[O:1]1[C:5]2[CH:6]=[CH:7][C:8]([C:10]3([C:13]([NH:15][C:16]4[CH:21]=[CH:20][C:19]([CH:22]([O:31][CH2:44][CH2:45][CH2:46][OH:47])[C:23]5[CH:28]=[CH:27][CH:26]=[CH:25][C:24]=5[O:29][CH3:30])=[CH:18][N:17]=4)=[O:14])[CH2:12][CH2:11]3)=[CH:9][C:4]=2[O:3][CH2:2]1 |f:1.2|. Procedure details: 1-(Benzo[d][1,3]dioxol-5-yl)-N-(5-(hydroxy(2-methoxyphenyl)methyl)pyridin-2-yl)cyclopropanecarboxamide (41.8 mg, 0.100 mmol) was suspended in 2 mL of toluene containing 4-methylbenzenesulfonic acid hydrate (pTsOH, 23.8 mg, 0.125 mmol) and propane-1,3-diol (9.89 mg, 0.130 mmol). The reaction mixture was then heated to 140° C. for 5 minutes in a microwave reactor. The crude product was then filtered, evaporated to dryness, dissolved in N,N-dimethylformamide (1 mL) and purified by reverse-phase pre... Starting materials: N(=NC(=O)OCC)C(=O)OCC (Diethyl azodicarboxylate), ClC1=C(C(=CC=C1)Cl)N1C(NCC2=C(C=C(C=C12)O)C1=C(C=CC=C1)Cl)=O (1-(2,6dichlorophenyl)-5-(2-chlorophenyl)-7-hydroxy-3,4-dihydro-2(1H)-quinazolinone), INTERMEDIATE 49, C1(=CC=CC=C1)P(C1=CC=CC=C1)C1=CC=CC=C1 (triphenylphosphine), OCCN1CCCCC1 (1-(2-hydroxyethyl)piperidine). Solvent: O1CCCC1 (tetrahydrofuran). The product is ClC1=C(C(=CC=C1)Cl)N1C(NCC2=C(C=C(C=C12)OCCN1CCCCC1)C1=C(C=CC=C1)Cl)=O (1-(2,6-dichlorophenyl)-5-(2-chlorophenyl)-7-[2-(1-piperidinyl)ethoxy]-3,4-dihydro-2(1H)-quinazolinone). As a reaction SMILES: N(C(OCC)=O)=NC(OCC)=O.[Cl:13][C:14]1[CH:19]=[CH:18][CH:17]=[C:16]([Cl:20])[C:15]=1[N:21]1[C:30]2[C:25](=[C:26]([C:32]3[CH:37]=[CH:36][CH:35]=[CH:34][C:33]=3[Cl:38])[CH:27]=[C:28]([OH:31])[CH:29]=2)[CH2:24][NH:23][C:22]1=[O:39].C1(P(C2C=CC=CC=2)C2C=CC=CC=2)C=CC=CC=1.O[CH2:60][CH2:61][N:62]1[CH2:67][CH2:66][CH2:65][CH2:64][CH2:63]1>O1CCCC1>[Cl:13][C:14]1[CH:19]=[CH:18][CH:17]=[C:16]([Cl:20])[C:15]=1[N:21]1[C:30]2[C:25](=[C:26]([C:32]3[CH:37]=[CH:36][CH:35]=[CH:34][C:33]=3[Cl:38])[CH:27]=[C:28]([O:31][CH2:60][CH2:61][N:62]3[CH2:67][CH2:66][CH2:65][CH2:64][CH2:63]3)[CH:29]=2)[CH2:24][NH:23][C:22]1=[O:39]. Procedure: Diethyl azodicarboxylate (50 μL, 0.32 mmol) was added dropwise to a solution of 1-(2,6dichlorophenyl)-5-(2-chlorophenyl)-7-hydroxy-3,4-dihydro-2(1H)-quinazolinone (30 mg, 0.07 mmol) INTERMEDIATE 49), triphenylphosphine (95 mg, 0.36 mmol) and 1-(2-hydroxyethyl)piperidine (55 mg, 0.43 mmol) in 1 mL tetrahydrofuran at 65° C. under an argon atmosphere. After 1 h the solution was cooled to RT and partitioned between saturated NaHCO3 (5 mL) and EtOAc (15 mL). The organic phase was separated, dried ove... The reactants are CCNCC, C1CCOC1, O=[N+]([O-])c1cc[n+]([O-])cc1Cl, [K+], [K+], O=C([O-])[O-]. The product is CCNc1c[n+]([O-])ccc1[N+](=O)[O-]. As a reaction SMILES: [CH2:18]([CH3:19])[NH:20][CH2:21][CH3:22].[CH2:23]1[O:24][CH2:25][CH2:26][CH2:27]1.[Cl:7][c:8]1[cH:9][n+:10]([O-:17])[cH:11][cH:12][c:13]1[N+:14](=[O:15])[O-:16].[K+:1].[K+:2].[O-:3][C:4]([O-:5])=[O:6]>>[c:8]1([NH:20][CH2:18][CH3:19])[cH:9][n+:10]([O-:17])[cH:11][cH:12][c:13]1[N+:14](=[O:15])[O-:16]. Reactants: C(C)OC(C(C(C)CCCCCCOC1=CC(=CC(=C1)C=1C(N(C(N(C1)C)=O)C)=O)Br)OC1=C(C=CC=C1)CCC(=O)OCC)=O (3-{6-[3-bromo-5-(1,3-dimethyl-2,4-dioxo-1,2,3,4-tetrahydro-pyrimidin-5-yl) -phenoxy]-hexyl}-(2-(2-ethoxycarbonyl-ethyl)-phenoxy)-butyric acid ethyl ester), COC1=CC=C(C=C1)B(O)O (4-methoxyphenylboronic acid). Product: C(C)OC(C(C(C)CCCCCCOC=1C=C(C=C(C1)C=1C(N(C(N(C1)C)=O)C)=O)C1=CC=C(C=C1)OC)OC1=C(C=CC=C1)CCC(=O)OCC)=O (3-{6-[5-(1,3-dimethyl-2,4-dioxo-1,2,3,4-tetrahydro-pyrimidin-5-yl)-4′-methoxy-biphenyl-3-yloxy]-hexyl}-(2-(2-ethoxycarbonyl-ethyl)-phenoxy)-butyric acid ethyl ester). Isolated yield 45.0%. RXN SMILES: [CH2:1]([O:3][C:4](=[O:46])[CH:5]([O:32][C:33]1[CH:38]=[CH:37][CH:36]=[CH:35][C:34]=1[CH2:39][CH2:40][C:41]([O:43][CH2:44][CH3:45])=[O:42])[CH:6]([CH2:8][CH2:9][CH2:10][CH2:11][CH2:12][CH2:13][O:14][C:15]1[CH:20]=[C:19]([C:21]2[C:22](=[O:30])[N:23]([CH3:29])[C:24](=[O:28])[N:25]([CH3:27])[CH:26]=2)[CH:18]=[C:17](Br)[CH:16]=1)[CH3:7])[CH3:2].[CH3:47][O:48][C:49]1[CH:54]=[CH:53][C:52](B(O)O)=[CH:51][CH:50]=1>>[CH2:1]([O:3][C:4](=[O:46])[CH:5]([O:32][C:33]1[CH:38]=[CH:37][CH:36]=[CH:35][C:34]=1[CH2:39][CH2:40][C:41]([O:43][CH2:44][CH3:45])=[O:42])[CH:6]([CH2:8][CH2:9][CH2:10][CH2:11][CH2:12][CH2:13][O:14][C:15]1[CH:16]=[C:17]([C:52]2[CH:53]=[CH:54][C:49]([O:48][CH3:47])=[CH:50][CH:51]=2)[CH:18]=[C:19]([C:21]2[C:22](=[O:30])[N:23]([CH3:29])[C:24](=[O:28])[N:25]([CH3:27])[CH:26]=2)[CH:20]=1)[CH3:7])[CH3:2]. Reported procedure: A similar procedure as described in Example 1, step 2 was used, starting from 4-[3-{6-[3-bromo-5-(1,3-dimethyl-2,4-dioxo-1,2,3,4-tetrahydro-pyrimidin-5-yl) -phenoxy]-hexyl}-(2-(2-ethoxycarbonyl-ethyl)-phenoxy)-butyric acid ethyl ester (130 mg, 0.18 mmol) and 4-methoxyphenylboronic acid (85 mg, 0.56 mmol) to obtain 4-[3-{6-[5-(1,3-dimethyl-2,4-dioxo-1,2,3,4-tetrahydro-pyrimidin-5-yl)-4′-methoxy-biphenyl-3-yloxy]-hexyl}-(2-(2-ethoxycarbonyl-ethyl)-phenoxy)-butyric acid ethyl ester (59 mg, 44%) as ... The reactants are C[S-].[Na+] (sodium thiomethoxide), BrCCN1N=C(C=2NC=3C=C(C=CC3C(C2C1=O)=O)Cl)O (2-(2-bromoethyl)-7-chloro-4-hydroxy-1,2,5,10-tetrahydropyridazino[4,5-b]quinoline-1,10-dione). Run in CN(C=O)C (dimethylformamide). Reaction conditions: time 1 hour. The product is ClC=1C=CC=2C(C3=C(NC2C1)C(=NN(C3=O)CCSC)O)=O (7-Chloro-4-hydroxy-2-(2-methylthioethyl)-1,2,5,10-tetrahydropyridazino[4,5-b]quinoline-1,10-dione). Isolated yield 90.5%. As a reaction SMILES: [CH3:1][S-:2].[Na+].Br[CH2:5][CH2:6][N:7]1[C:20](=[O:21])[C:19]2[C:18](=[O:22])[C:17]3[CH:16]=[CH:15][C:14]([Cl:23])=[CH:13][C:12]=3[NH:11][C:10]=2[C:9]([OH:24])=[N:8]1>CN(C)C=O>[Cl:23][C:14]1[CH:15]=[CH:16][C:17]2[C:18](=[O:22])[C:19]3[C:20](=[O:21])[N:7]([CH2:6][CH2:5][S:2][CH3:1])[N:8]=[C:9]([OH:24])[C:10]=3[NH:11][C:12]=2[CH:13]=1 |f:0.1|. Procedure: To a suspension of sodium thiomethoxide (230 mg, 3.2 mM) in dimethylformamide (20 mL), was added in one portion 2-(2-bromoethyl)-7-chloro-4-hydroxy-1,2,5,10-tetrahydropyridazino[4,5-b]quinoline-1,10-dione (0.4 g, 1.08 mM) as a dry powder. This mixture was warmed to gentle reflux for about three hours. At this point the heat was removed and the reaction mixture was poured into ice cold 1.2N HCl (100 mL) and stirred about one hour. The resulting precipitate was vacuum filtered and washed with wate...